This data is from the Open Reaction Database (ORD), a public repository of structured organic reaction records. The task is: describe an organic reaction: reactants, conditions, products, and yield Reactants: [N+](=O)(O)[O-] (nitric acid), O (water), S(O)(O)(=O)=O (sulphuric acid), N1(CCC[C@@H]2CC3=C(C[C@@H]12)C=CC=C3)C(CC)=O (trans-1-(3,4,4a,5,10,10a-Hexahydro-2H-benzo[g]quinolin-1-yl)-propan-1-one). Solvent: [N+](=O)([O-])C (nitromethane). Conditions: time 1.5 hour. Product: [N+](=O)([O-])C=1C=CC2=C(C[C@H]3CCCN([C@@H]3C2)C(CC)=O)C1 (trans-1-(7-Nitro-3,4,4a,5,10,10a-hexahydro-2H-benzo[g]quinolin-1-yl)-propan-1-one). Yield: 91.2%. As a reaction SMILES: [N:1]1([C:15](=[O:18])[CH2:16][CH3:17])[C@H:10]2[C@@H:5]([CH2:6][C:7]3[CH:14]=[CH:13][CH:12]=[CH:11][C:8]=3[CH2:9]2)[CH2:4][CH2:3][CH2:2]1.[N+:19]([O-])([OH:21])=[O:20].O.S(=O)(=O)(O)O>[N+](C)([O-])=O>[N+:19]([C:13]1[CH:12]=[CH:11][C:8]2[CH2:9][C@@H:10]3[C@H:5]([CH2:4][CH2:3][CH2:2][N:1]3[C:15](=[O:18])[CH2:16][CH3:17])[CH2:6][C:7]=2[CH:14]=1)([O-:21])=[O:20]. Reported procedure: 2.5 g trans-1-(3,4,4a,5,10,10a-Hexahydro-2H-benzo[g]quinolin-1-yl)-propan-1-one (10.27 mmol) were dissolved in 25 ml nitromethane. At −5° C. to −10° C., a mixture of 0.71 ml of nitric acid (10.27 mmol), 1.5 ml of water, and 9.5 ml of sulphuric acid (170 mmol) were added within 30 minutes. Stirring continued for 1.5 h under cooling conditions before the mixture was poured onto crushed ice. The aqueous phase was extracted twice with ethyl acetate, the combined organic layer was dried over magnesiu... The reactants are O=S1(N(CCC1)C=1C=C(C=CC1C(=O)N1CCN(CC1)C1=NC=C(C=C1C)CC)N1C(OC[C@H]1CO)=O)=O ((R)-3-{3-(1,1-dioxoisothiazolidin-2-yl)-4-[4-(5-ethyl-3-methylpyridin-2-yl)piperazine-1-carbonyl]phenyl}-4-hydroxymethyloxazolidin-2-one), CI (methyl iodide). Product: O=S1(N(CCC1)C=1C=C(C=CC1C(=O)N1CCN(CC1)C1=NC=C(C=C1C)CC)N1C(OC[C@H]1COC)=O)=O ((R)-3-{3-(1,1-dioxoisothiazolidin-2-yl)-4-[4-(5-ethyl-3-methylpyridin-2-yl)piperazine-1-carbonyl]phenyl}-4-methoxymethyloxazolidin-2-one). Yield: 73.3%. RXN SMILES: [O:1]=[S:2]1(=[O:38])[CH2:6][CH2:5][CH2:4][N:3]1[C:7]1[CH:8]=[C:9]([N:30]2[C@H:34]([CH2:35][OH:36])[CH2:33][O:32][C:31]2=[O:37])[CH:10]=[CH:11][C:12]=1[C:13]([N:15]1[CH2:20][CH2:19][N:18]([C:21]2[C:26]([CH3:27])=[CH:25][C:24]([CH2:28][CH3:29])=[CH:23][N:22]=2)[CH2:17][CH2:16]1)=[O:14].[CH3:39]I>>[O:38]=[S:2]1(=[O:1])[CH2:6][CH2:5][CH2:4][N:3]1[C:7]1[CH:8]=[C:9]([N:30]2[C@H:34]([CH2:35][O:36][CH3:39])[CH2:33][O:32][C:31]2=[O:37])[CH:10]=[CH:11][C:12]=1[C:13]([N:15]1[CH2:16][CH2:17][N:18]([C:21]2[C:26]([CH3:27])=[CH:25][C:24]([CH2:28][CH3:29])=[CH:23][N:22]=2)[CH2:19][CH2:20]1)=[O:14]. Procedure details: By reaction and treatment in the same manner as in Preparation Example 93 and using (R)-3-{3-(1,1-dioxoisothiazolidin-2-yl)-4-[4-(5-ethyl-3-methylpyridin-2-yl)piperazine-1-carbonyl]phenyl}-4-hydroxymethyloxazolidin-2-one (761 mg) described in Example 327 and methyl iodide (238 mg), the title compound (572 mg) was obtained. The reactants are COc1cccc(CCN)c1, O=C(Cl)CCl, ClCCl. Product: COc1cccc(CCNC(=O)CCl)c1. As a reaction SMILES: [CH3:1][O:2][c:3]1[cH:4][c:5]([CH2:9][CH2:10][NH2:11])[cH:6][cH:7][cH:8]1.[Cl:12][CH2:13][C:14](=[O:15])[Cl:16].[Cl:17][CH2:18][Cl:19]>>[CH3:1][O:2][c:3]1[cH:4][c:5]([CH2:9][CH2:10][NH:11][C:14]([CH2:13][Cl:12])=[O:15])[cH:6][cH:7][cH:8]1. Starting materials: C1=CC=CC=2C3=CC=CC=C3C(C12)COC(=O)N[C@H](CCCCNC(=O)OCC1C2=CC=CC=C2C=2C=CC=CC12)C(=O)O (N,N'-bis-(9-fluorenylmethyloxycarbonyl)-D-lysine), ON1C(CCC1=O)=O (N-hydroxysuccinimide), Cl.C(C)N=C=NCCCN(C)C (1-ethyl-3-(3-dimethylaminopropyl)carbodiimide hydrochloride), C(C)(C)N(CC)C(C)C (diisopropylethylamine). Run in C(C)OC(C)=O.CN(C=O)C (ethylacetate dimethylformamide). Product: C1=CC=CC=2C3=CC=CC=C3C(C12)COC(=O)N[C@H](CCCCNC(=O)OCC1C2=CC=CC=C2C=2C=CC=CC12)C(=O)OC1C(=O)NC(C1)=O (N,N'-Bis-(9-Fluorenylmethyloxycarbonyl)-D-Lysyloxy Succinimide). RXN SMILES: [CH:1]1[C:13]2[CH:12]([CH2:14][O:15][C:16]([NH:18][C@@H:19]([C:42]([OH:44])=[O:43])[CH2:20][CH2:21][CH2:22][CH2:23][NH:24][C:25]([O:27][CH2:28][CH:29]3[C:41]4[CH:40]=[CH:39][CH:38]=[CH:37][C:36]=4[C:35]4[C:30]3=[CH:31][CH:32]=[CH:33][CH:34]=4)=[O:26])=[O:17])[C:11]3[C:6](=[CH:7][CH:8]=[CH:9][CH:10]=3)[C:5]=2[CH:4]=[CH:3][CH:2]=1.O[N:46]1[C:50](=[O:51])[CH2:49][CH2:48][C:47]1=[O:52].Cl.C(N=C=NCCCN(C)C)C.C(N(C(C)C)CC)(C)C>C(OC(=O)C)C.CN(C)C=O>[CH:10]1[C:11]2[CH:12]([CH2:14][O:15][C:16]([NH:18][C@@H:19]([C:42]([O:44][CH:48]3[CH2:49][C:50](=[O:51])[NH:46][C:47]3=[O:52])=[O:43])[CH2:20][CH2:21][CH2:22][CH2:23][NH:24][C:25]([O:27][CH2:28][CH:29]3[C:30]4[CH:31]=[CH:32][CH:33]=[CH:34][C:35]=4[C:36]4[C:41]3=[CH:40][CH:39]=[CH:38][CH:37]=4)=[O:26])=[O:17])[C:13]3[C:5](=[CH:4][CH:3]=[CH:2][CH:1]=3)[C:6]=2[CH:7]=[CH:8][CH:9]=1 |f:2.3,5.6|. Reported procedure: To a stirred solution of N,N'-bis-(9-fluorenylmethyloxycarbonyl)-D-lysine (12.0 g) in 360 ml of an ethylacetate:dimethylformamide (35:1) mixture are added N-hydroxysuccinimide (3.1 g), 1-ethyl-3-(3-dimethylaminopropyl)carbodiimide hydrochloride (5.2 g) and diisopropylethylamine (2.0 ml). After 15 hours the solution is washed successively with dilute hydrochloric acid, water, saturated sodium bicarbonate solution, and brine, dried over magnesium sulfate, and concentrated in vacuo to about 20 ml. ... Reactants: FC(S(=O)(=O)OC=1C=CC2=C(C(=C(O2)C2=CC=C(C=C2)F)C(NC)=O)C1)(F)F (2-(4-fluorophenyl)-3-(methylcarbamoyl)benzofuran-5-yl trifluoromethanesulfonate), B(O)(O)C=1C=C(C(=O)O)C=CC1OC (3-borono-4-methoxybenzoic acid), C([O-])([O-])=O.[Cs+].[Cs+] (cesium carbonate), tetrakis(triphenyl phosphine)palladium(0), O1CCOCC1 (dioxane). The solvent is O (water). Conditions: temperature 85 celsius, time 30 minute. Yields the product FC1=CC=C(C=C1)C=1OC2=C(C1C(NC)=O)C=C(C=C2)C=2C=C(C(=O)O)C=CC2OC (3-(2-(4-fluorophenyl)-3-(methylcarbamoyl)benzofuran-5-yl)-4-methoxy benzoic acid). As a reaction SMILES: FC(F)(F)S(O[C:7]1[CH:8]=[CH:9][C:10]2[O:14][C:13]([C:15]3[CH:20]=[CH:19][C:18]([F:21])=[CH:17][CH:16]=3)=[C:12]([C:22](=[O:25])[NH:23][CH3:24])[C:11]=2[CH:26]=1)(=O)=O.B([C:32]1[CH:33]=[C:34]([CH:38]=[CH:39][C:40]=1[O:41][CH3:42])[C:35]([OH:37])=[O:36])(O)O.C(=O)([O-])[O-].[Cs+].[Cs+].O1CCOCC1>O>[F:21][C:18]1[CH:19]=[CH:20][C:15]([C:13]2[O:14][C:10]3[CH:9]=[CH:8][C:7]([C:32]4[CH:33]=[C:34]([CH:38]=[CH:39][C:40]=4[O:41][CH3:42])[C:35]([OH:37])=[O:36])=[CH:26][C:11]=3[C:12]=2[C:22](=[O:25])[NH:23][CH3:24])=[CH:16][CH:17]=1 |f:2.3.4|. Procedure details: To a 150 mL sealed tube was added 2-(4-fluorophenyl)-3-(methylcarbamoyl)benzofuran-5-yl trifluoromethanesulfonate (1.252 g, 3 mmol), 3-borono-4-methoxybenzoic acid (0.882 g, 4.50 mmol), cesium carbonate (1.466 g, 4.50 mmol), tetrakis(triphenyl phosphine)palladium(0) (0.069 g, 0.060 mmol), dioxane (18 mL) and water (3.60 mL). The vial was sealed and heated in an oil bath over night at 85° C. The reaction mixture was then filtered through CELITE® and concentrated in vacuo. Cold 0.5N HCl was then a... Reactants: [Ag+], Brc1ccc(Br)c(C(Br)Br)n1, CCO, O=[N+]([O-])[O-], O. The product is O=Cc1nc(Br)ccc1Br. Reaction SMILES: [Ag+:20].[Br:1][c:2]1[c:3]([CH:9]([Br:10])[Br:11])[n:4][c:5]([Br:8])[cH:6][cH:7]1.[CH3:12][CH2:13][OH:14].[N+:16]([O-:17])([O-:18])=[O:19].[OH2:15]>>[Br:1][c:2]1[c:3]([CH:9]=[O:14])[n:4][c:5]([Br:8])[cH:6][cH:7]1. Starting materials: intermediate 46, C(C(C)C)(=O)NC=1SC2=C(N1)C=CC(=C2)OS(=O)(=O)C2=CC=C(C=C2)F (4-fluorobenzenesulfonic acid 2-isobutyrylaminobenzothiazol-6-yl ester), NC=1SC2=C(N1)C=CC(=C2)OS(=O)(=O)C2=CC=C(C=C2)F (4-fluorobenzenesulfonic acid 2-aminobenzothiazol-6-yl ester), NC=1SC2=C(N1)C=CC(=C2)OS(=O)(=O)C2=CC=C(C=C2)F (4-fluorobenzenesulfonic acid 2-aminobenzothiazol-6-yl ester), C(C(C)C)(=O)O (isobutyric acid). Yields the product C(C(C)C)(=O)C=1SC2=C(N1)C(=CC(=C2)OS(=O)(=O)C2=CC=C(C=C2)F)N (4-fluorobenzenesulfonic acid 2-isobutyryl-aminobenzothiazol-6-yl ester). Isolated yield 86.0%. RXN SMILES: C(N[C:7]1[S:8][C:9]2[CH:15]=[C:14]([O:16][S:17]([C:20]3[CH:25]=[CH:24][C:23]([F:26])=[CH:22][CH:21]=3)(=[O:19])=[O:18])[CH:13]=[CH:12][C:10]=2[N:11]=1)(=O)C(C)C.[NH2:27]C1SC2C=C(OS(C3C=CC(F)=CC=3)(=O)=O)C=CC=2N=1.[C:48]([OH:53])(=O)[CH:49]([CH3:51])[CH3:50]>>[C:48]([C:7]1[S:8][C:9]2[CH:15]=[C:14]([O:16][S:17]([C:20]3[CH:25]=[CH:24][C:23]([F:26])=[CH:22][CH:21]=3)(=[O:19])=[O:18])[CH:13]=[C:12]([NH2:27])[C:10]=2[N:11]=1)(=[O:53])[CH:49]([CH3:51])[CH3:50]. Procedure details: According to the method of intermediate 46, 4-fluorobenzenesulfonic acid 2-isobutyrylaminobenzothiazol-6-yl ester is prepared via the action of 4-fluorobenzenesulfonic acid 2-aminobenzothiazol-6-yl ester (intermediate 16, brevetbenzothiazole_V2) with isobutyric acid. The crude reaction product is crystallized from ethyl ether and, after filtering off by suction, 0.17 g of colorless solid is isolated, i.e. an 86% yield. Starting materials: (R,S)-7-(3-aminomethyl-4-syn-methoxyiminopyrrolidin-1-yl)-1-cyclopropyl-6-fluoro-4-oxo-1,4-dihydro-1,8-naphthyridine-3-carboxylic acid, C (charcoal), CS(=O)(=O)O (methanesulfonic acid). Solvent: C(C)(C)O (isopropanol), O (water). Conditions: temperature 39 celsius, time 4 hour. Yields the product O.CS(=O)(=O)O.O.O.CS(=O)(=O)O (methanesulfonate sesquihydrate). The yield is 849.3%. Reaction SMILES: [CH3:1][S:2]([OH:5])(=[O:4])=[O:3].C>C(O)(C)C.O>[OH2:3].[CH3:1][S:2]([OH:5])(=[O:4])=[O:3].[OH2:3].[OH2:3].[CH3:1][S:2]([OH:5])(=[O:4])=[O:3] |f:4.5.6.7.8|. Procedure details: To a suspension of (R,S)-7-(3-aminomethyl-4-syn-methoxyiminopyrrolidin-1-yl)-1-cyclopropyl-6-fluoro-4-oxo-1,4-dihydro-1,8-naphthyridine-3-carboxylic acid (20.00 g, 51.4 mmol) in isopropanol (120 ml) and water (60 ml) was added methanesulfonic acid (3.300 ml, 50.9 mmol) at 38-40° C. The resultant dark brown solution was stirred for 15 min after which time charcoal (6.00 g of Darco G-60) was added. The suspension was stirred at 38-40° C. for 4 h then filtered. The filtrate was allows to cool to 30... The reactants are CCCCS(=O)(=O)Cl, CCCCCCC, [K+], CCCCCCCCCCCCC(Oc1ccc(N)cc1)C(=O)OC, O=P([O-])([O-])[O-], [OH-], O, O=P(O)(O)O. Product: CCCCCCCCCCCCC(Oc1ccc(NS(=O)(=O)CCCC)cc1)C(=O)OC. As a reaction SMILES: [CH2:38]([CH2:39][CH2:40][CH3:41])[S:42](=[O:43])(=[O:44])[Cl:45].[CH3:46][CH2:47][CH2:48][CH2:49][CH2:50][CH2:51][CH3:52].[K+:7].[NH2:13][c:14]1[cH:15][cH:16][c:17]([O:18][CH:19]([C:20](=[O:21])[O:22][CH3:23])[CH2:24][CH2:25][CH2:26][CH2:27][CH2:28][CH2:29][CH2:30][CH2:31][CH2:32][CH2:33][CH2:34][CH3:35])[cH:36][cH:37]1.[O-:1][P:2](=[O:3])([O-:4])[O-:5].[OH-:6].[OH2:53].[P:8](=[O:9])([OH:10])([OH:11])[OH:12]>>[NH:13]([c:14]1[cH:15][cH:16][c:17]([O:18][CH:19]([C:20](=[O:21])[O:22][CH3:23])[CH2:24][CH2:25][CH2:26][CH2:27][CH2:28][CH2:29][CH2:30][CH2:31][CH2:32][CH2:33][CH2:34][CH3:35])[cH:36][cH:37]1)[S:42]([CH2:38][CH2:39][CH2:40][CH3:41])(=[O:43])=[O:44]. The reactants are COC1=CC=C(C=C1)NC=1N=NC(=CN1)C(C)NC(=O)C1=CSC=C1 (N-[1-(3-{[4-(methyloxy)phenyl]amino}-1,2,4-triazin-6-yl)ethyl]-3-thiophenecarboxamide), COC1=CC=C(C=C1)NC=1N=NC(=CN1)C(C)NC(=O)C1=CSC=C1 (N-[1-(3-{[4-(methyloxy)phenyl]amino}-1,2,4-triazin-6-yl)ethyl]-3-thiophenecarboxamide), P(=O)(Cl)(Cl)Cl (phosphorus oxychloride). The solvent is ClCCCl (1,2-dichloroethane). Yields the product CC=1N=C(N2N=C(N=CC21)NC2=CC=C(C=C2)OC)C2=CSC=C2 (5-methyl-N-[4-(methyloxy)phenyl]-7-(3-thienyl)imidazo[5,1-f][1,2,4]triazin-2-amine). The yield is 49.4%. Reaction SMILES: [CH3:1][O:2][C:3]1[CH:8]=[CH:7][C:6]([NH:9][C:10]2[N:11]=[N:12][C:13]([CH:16]([NH:18][C:19]([C:21]3[CH:25]=[CH:24][S:23][CH:22]=3)=O)[CH3:17])=[CH:14][N:15]=2)=[CH:5][CH:4]=1.P(Cl)(Cl)(Cl)=O>ClCCCl>[CH3:17][C:16]1[N:18]=[C:19]([C:21]2[CH:25]=[CH:24][S:23][CH:22]=2)[N:12]2[C:13]=1[CH:14]=[N:15][C:10]([NH:9][C:6]1[CH:7]=[CH:8][C:3]([O:2][CH3:1])=[CH:4][CH:5]=1)=[N:11]2. Reported procedure: Applying the Cyclization Procedure 1, using N-[1-(3-{[4-(methyloxy)phenyl]amino}-1,2,4-triazin-6-yl)ethyl]-3-thiophenecarboxamide (Intermediate 57) (95 mg, 0.27 mmol), 1,2-dichloroethane (5 mL) and phosphorus oxychloride (0.20 mL, 2.14 mmol), to afford 5-methyl-N-[4-(methyloxy)phenyl]-7-(3-thienyl)imidazo[5,1-f][1,2,4]triazin-2-amine (45 mg) as a yellow solid. MS m/z 338 (M+1).